This data is from the Open Reaction Database (ORD), a public repository of structured organic reaction records. The task is: describe an organic reaction: reactants, conditions, products, and yield Starting materials: S(=O)(Cl)Cl (thionyl chloride), CO (methanol), OC1=C(C=C(C=C1)CCC(=O)O)[N+](=O)[O-] (3-(4-hydroxy-3-nitrophenyl)propionic acid). Run at time 1 hour. Yields the product OC1=C(C=C(C=C1)CCC(=O)OC)[N+](=O)[O-] (methyl 3-(4-hydroxy-3-nitrophenyl)propionate). Yield: 94.0%. Reaction SMILES: S(Cl)(Cl)=O.[OH:5][C:6]1[CH:11]=[CH:10][C:9]([CH2:12][CH2:13][C:14]([OH:16])=[O:15])=[CH:8][C:7]=1[N+:17]([O-:19])=[O:18].[CH3:20]O>>[OH:5][C:6]1[CH:11]=[CH:10][C:9]([CH2:12][CH2:13][C:14]([O:16][CH3:20])=[O:15])=[CH:8][C:7]=1[N+:17]([O-:19])=[O:18]. Procedure: With cooling at -30° C. or below, thionyl chloride (75 ml) was added dropwise to methanol (150 ml). At -30° C., 3-(4-hydroxy-3-nitrophenyl)propionic acid (26.20 g, 0.12 mol) was added to this solution. The reaction solution was stirred at room temperature for 1 hour and then at 40 to 50° C. for 3 hours. The reaction solution was concentrated under reduced pressure. Then, a procedure of adding toluene (100 ml) to the residue and concentrating the mixture under reduced pressure was repeated twice.... Starting materials: COC([C@H](CC1=CC=C(C=C1)C1=C(C(=NC=C1)C)C)NC(=O)[C@H]1NCC=2C=C3C(=CC2C1)OC[C@@H](O3)C3=CC=C(C=C3)OCC3=CC(=C(C=C3)Cl)Cl)=O ((S)-2-({(3S,8S)-3-[4-(3,4-dichloro-benzyloxy)-phenyl]-2,3,6,7,8,9-hexahydro-[1,4]dioxino[2,3-g]isoquinoline-8-carbonyl}-amino)-3-[4-(2,3-dimethyl-pyridin-4-yl)-phenyl]-propionic acid methyl ester), FC1(CCN(CC1)C(=O)Cl)F (4,4-difluoro-piperidine-1-carbonyl chloride). Run in C(Cl)Cl (DCM). The product is ClC=1C=C(COC2=CC=C(C=C2)[C@@H]2OC=3C(=CC=4C[C@H](N(CC4C3)C(=O)N3CCC(CC3)(F)F)C(=O)N[C@H](C(=O)O)CC3=CC=C(C=C3)C3=C(C(=NC=C3)C)C)OC2)C=CC1Cl ((S)-2-{[(3S,8S)-3-[4-(3,4-Dichloro-benzyloxy)-phenyl]-7-(4,4-difluoro-piperidine-1-carbonyl)-2,3,6,7,8,9-hexahydro-[1,4]dioxino[2,3-g]isoquinoline-8-carbonyl]-amino}-3-[4-(2,3-dimethyl-pyridin-4-yl)-phenyl]-propionic acid). As a reaction SMILES: C[O:2][C:3](=[O:53])[C@@H:4]([NH:20][C:21]([C@@H:23]1[CH2:32][C:31]2[CH:30]=[C:29]3[O:33][CH2:34][C@H:35]([C:37]4[CH:42]=[CH:41][C:40]([O:43][CH2:44][C:45]5[CH:50]=[CH:49][C:48]([Cl:51])=[C:47]([Cl:52])[CH:46]=5)=[CH:39][CH:38]=4)[O:36][C:28]3=[CH:27][C:26]=2[CH2:25][NH:24]1)=[O:22])[CH2:5][C:6]1[CH:11]=[CH:10][C:9]([C:12]2[CH:17]=[CH:16][N:15]=[C:14]([CH3:18])[C:13]=2[CH3:19])=[CH:8][CH:7]=1.[F:54][C:55]1([F:64])[CH2:60][CH2:59][N:58]([C:61](Cl)=[O:62])[CH2:57][CH2:56]1>C(Cl)Cl>[Cl:52][C:47]1[CH:46]=[C:45]([CH:50]=[CH:49][C:48]=1[Cl:51])[CH2:44][O:43][C:40]1[CH:39]=[CH:38][C:37]([C@H:35]2[CH2:34][O:33][C:29]3=[CH:30][C:31]4[CH2:32][C@@H:23]([C:21]([NH:20][C@@H:4]([CH2:5][C:6]5[CH:11]=[CH:10][C:9]([C:12]6[CH:17]=[CH:16][N:15]=[C:14]([CH3:18])[C:13]=6[CH3:19])=[CH:8][CH:7]=5)[C:3]([OH:53])=[O:2])=[O:22])[N:24]([C:61]([N:58]5[CH2:59][CH2:60][C:55]([F:64])([F:54])[CH2:56][CH2:57]5)=[O:62])[CH2:25][C:26]=4[CH:27]=[C:28]3[O:36]2)=[CH:42][CH:41]=1. Procedure details: (S)-2-({(3S,8S)-3-[4-(3,4-dichloro-benzyloxy)-phenyl]-2,3,6,7,8,9-hexahydro-[1,4]dioxino[2,3-g]isoquinoline-8-carbonyl}-amino)-3-[4-(2,3-dimethyl-pyridin-4-yl)-phenyl]-propionic acid methyl ester (30 mg) in DCM (3 mL), 4,4-difluoro-piperidine-1-carbonyl chloride (5.0 eq, prepared according to General Procedure AD) according to General Procedure H and purified over silica (hexanes to 1:1 hexanes EtOAc to 1:1 hexanes EtOAc+1% MeOH). The resulting compound was hydrolyzed according to General Proced... Starting materials: dibutyl ester, C(=C)B(O)O (vinyl boronic acid), BrC1=C(C=C(C=C1)F)COCOC (2-Bromo-5-fluoro-[1-(methoxymethoxy)methyl]benzene), C(C)(C)(C)[Li] (tert-butyllithium), solution, Cl (HCl). Solvent: O (Water), C1CCOC1 (THF), CCCCC (pentane). Reaction conditions: temperature -78 celsius, time 30 minute. The product is FC=1C=CC2=C(COB2C=C)C1 (1,3-Dihydro-5-fluoro-1-vinyl-2,1-benzoxaborole). Yield: 30.0%. As a reaction SMILES: Br[C:2]1[CH:7]=[CH:6][C:5]([F:8])=[CH:4][C:3]=1[CH2:9][O:10]COC.C([Li])(C)(C)C.[CH:19]([B:21](O)O)=[CH2:20].Cl>C1COCC1.CCCCC.O>[F:8][C:5]1[CH:6]=[CH:7][C:2]2[B:21]([CH:19]=[CH2:20])[O:10][CH2:9][C:3]=2[CH:4]=1. Procedure details: Compound 5b (2.0 g, 8.0 mmol) in THF (30 mL) was cooled to −78° C. and tert-butyllithium (9.9 mL, 16.8 mmol) as 1.7 M solution in pentane was added slowly. After stirring at −78° C. for 30 min, dibutyl ester of vinyl boronic acid was added dropwise. The mixture was stirred at −78° C. for 1 h, then was warmed up to room temperature and stirred overnight. Concentrated HCl (4 mL) was added and was stirred at room temperature for 4 h. Water (10 mL) was added and THF was removed under reduced pressur... Starting materials: C(CCCCCCCCCCCCCCC)(=O)OCC(OC(CCCCCCC\C=C/C\C=C/CCCCC)=O)COC(C1=CC=CC=C1)(C1=CC=CC=C1)C1=CC=CC=C1 (racemic 1-palmitoyl-2-linoleoyl-3-trityl-glycerol), C(CCCCCCCCCCCCCCC)(=O)OC[C@@H](OC(CCCCCCC\C=C/C\C=C/CCCCC)=O)COC(C)=O ((S)-1-palmitoyl-2-linoleoyl-3-acetyl-glycerol). Product: C(CCCCCCCCCCCCCCC)(=O)OC[C@H](OC(CCCCCCC\C=C/C\C=C/CCCCC)=O)COC(C)=O ((R)-1-palmitoyl-2-linoleoyl-3-acetyl-glycerol). Isolated yield 100.0%. RXN SMILES: C(OCC(COC(C1C=CC=CC=1)(C1C=CC=CC=1)C1C=CC=CC=1)OC(=O)CCCCCCC/C=C\C/C=C\CCCCC)(=O)CCCCCCCCCCCCCCC.[C:62]([O:79][CH2:80][C@H:81]([CH2:102][O:103][C:104](=[O:106])[CH3:105])[O:82][C:83](=[O:101])[CH2:84][CH2:85][CH2:86][CH2:87][CH2:88][CH2:89][CH2:90]/[CH:91]=[CH:92]\[CH2:93]/[CH:94]=[CH:95]\[CH2:96][CH2:97][CH2:98][CH2:99][CH3:100])(=[O:78])[CH2:63][CH2:64][CH2:65][CH2:66][CH2:67][CH2:68][CH2:69][CH2:70][CH2:71][CH2:72][CH2:73][CH2:74][CH2:75][CH2:76][CH3:77]>>[C:62]([O:79][CH2:80][C@@H:81]([CH2:102][O:103][C:104](=[O:106])[CH3:105])[O:82][C:83](=[O:101])[CH2:84][CH2:85][CH2:86][CH2:87][CH2:88][CH2:89][CH2:90]/[CH:91]=[CH:92]\[CH2:93]/[CH:94]=[CH:95]\[CH2:96][CH2:97][CH2:98][CH2:99][CH3:100])(=[O:78])[CH2:63][CH2:64][CH2:65][CH2:66][CH2:67][CH2:68][CH2:69][CH2:70][CH2:71][CH2:72][CH2:73][CH2:74][CH2:75][CH2:76][CH3:77]. Reported procedure: By using optically active (R)-1-palmitoyl glycerol and optically active (S)-1-palmitoyl glycerol as the starting materials, and by carrying out Example 1 and Example 3, respectively, heptane solutions of (R)-1-palmitoyl-2-linoleoyl-3-tritylglycerol and (S)-1-palmitoyl-2-linoleoyl-3-tritylglycerol were obtained. Except for using the optically active compounds instead of racemic 1-palmitoyl-2-linoleoyl-3-trityl-glycerol, (S)-1-palmitoyl-2-linoleoyl-3-acetyl-glycerol (45.8 g) and (R)-1-palmitoyl-2-... The reactants are C(C1=CC=CC=C1)ON1C(C(=NC2=CC=C(C=C12)N1C=NC=C1)NNC(=O)OCC)=O (4-benzyloxy-2-(2-ethoxycarbonylhydrazino)-6-(1H-imidazol-1-yl)-quinoxalin-3(4H)-one). Reagents/catalysts: [Pd] (Pd-C). The solvent is CN(C=O)C (N,N-dimethylformamide), O (water). Yields the product C(C)OC(=O)NNC1=NC2=CC=C(C=C2N(C1=O)O)N1C=NC=C1 (2-(2-Ethoxycarbonylhydrazino)-4-hydroxy-6-(1H-imidazol-1-yl)-quinoxalin-3(4H)-one). The yield is 92.3%. As a reaction SMILES: C([O:8][N:9]1[C:18]2[C:13](=[CH:14][CH:15]=[C:16]([N:19]3[CH:23]=[CH:22][N:21]=[CH:20]3)[CH:17]=2)[N:12]=[C:11]([NH:24][NH:25][C:26]([O:28][CH2:29][CH3:30])=[O:27])[C:10]1=[O:31])C1C=CC=CC=1>CN(C)C=O.O.[Pd]>[CH2:29]([O:28][C:26]([NH:25][NH:24][C:11]1[C:10](=[O:31])[N:9]([OH:8])[C:18]2[C:13](=[CH:14][CH:15]=[C:16]([N:19]3[CH:23]=[CH:22][N:21]=[CH:20]3)[CH:17]=2)[N:12]=1)=[O:27])[CH3:30]. Procedure details: A solution of 4-benzyloxy-2-(2-ethoxycarbonylhydrazino)-6-(1H-imidazol-1-yl)-quinoxalin-3(4H)-one (10.9 g; ~25.9 mmol) in a mixture of 200 ml N,N-dimethylformamide and 100 ml water was hydrogenated at atmospheric pressure and room temperature by using 1 g 5% Pd-C as a catalyst. The catalyst was removed by filtration, and the residue was stirred with acetone to give the title compound (7.9 g; 92%). M.p. 216°-218° C. (decomp.). Starting materials: C12C(C3CC(CC(C1)C3)C2)N.Cl (2-adamantylamine•HCl), C([O-])(O)=O.[Na+] (sodium bicarbonate), C(Cl)Cl (MeCl2), C(C)(=O)OC(C)=O (acetic anhydride). Solvent: O.[OH-].[Na+] (H2O NaOH). Run at time 8 hour. Product: C12C(C3CC(CC(C1)C3)C2)N (2-adamantylamine). RXN SMILES: [CH:1]12[CH2:10][CH:5]3[CH2:6][CH:7]([CH2:9][CH:3]([CH2:4]3)[CH:2]1[NH2:11])[CH2:8]2.Cl.C(OC(=O)C)(=O)C.C(=O)(O)[O-].[Na+].C(Cl)Cl>O.[OH-].[Na+]>[CH:1]12[CH2:10][CH:5]3[CH2:6][CH:7]([CH2:9][CH:3]([CH2:4]3)[CH:2]1[NH2:11])[CH2:8]2 |f:0.1,3.4,6.7.8|. Procedure: The hygroscopic white solid 2-adamantylamine was prepared by dissolving 2-adamantylamine•HCl (Aldrich) in H2O/NaOH, extracting with methylene chloride, drying with MgSO4, filtering, and rotary evaporating. This reagent (500 mg) was dissolved in methylene chloride (20 mL), put on ice, and acetic anhydride (˜5 equiv.) added dropwise. The reaction was left to run overnight, and worked up by addition of sodium bicarbonate solution, and extraction with MeCl2. The solution was washed twice with H2O an... The reactants are C(C1=CC=CC=C1)O[C@H](C)C=1OC2=CC=CC=C2C(C1C1=CC(=CC=C1)F)=O ((R)-2-(1-(benzyloxy)ethyl)-3-(3-fluorophenyl)-4H-chromen-4-one), B(Br)(Br)Br (boron tribromide). Run in ClCCl (dichloromethane). Run at time 1 hour. Product: FC=1C=C(C=CC1)C1=C(OC2=CC=CC=C2C1=O)[C@@H](C)O ((R)-3-(3-fluorophenyl)-2-(1-hydroxyethyl)-4H-chromen-4-one). The yield is 80.4%. As a reaction SMILES: C([O:8][C@@H:9]([C:11]1[O:12][C:13]2[C:18]([C:19](=[O:28])[C:20]=1[C:21]1[CH:26]=[CH:25][CH:24]=[C:23]([F:27])[CH:22]=1)=[CH:17][CH:16]=[CH:15][CH:14]=2)[CH3:10])C1C=CC=CC=1.B(Br)(Br)Br>ClCCl>[F:27][C:23]1[CH:22]=[C:21]([C:20]2[C:19](=[O:28])[C:18]3[C:13](=[CH:14][CH:15]=[CH:16][CH:17]=3)[O:12][C:11]=2[C@H:9]([OH:8])[CH3:10])[CH:26]=[CH:25][CH:24]=1. Reported procedure: To (R)-2-(1-(benzyloxy)ethyl)-3-(3-fluorophenyl)-4H-chromen-4-one (5.0 g, 13.35 mmol) in dichloromethane (50 ml) cooled to −78° C., boron tribromide (1M in dichloromethane, 36.5 ml, 0.145 mmol) was added dropwise and stirred for 1 h. The reaction mixture was quenched with 2N HCl solution, extracted with dichloromethane, dried over sodium sulphate and concentrated under reduced pressure. The crude product was purified by column chromatography with ethyl acetate:petroleum ether to afford (R)-3-(3-...